Dataset: the Open Reaction Database (ORD), a public repository of structured organic reaction records. Task: describe an organic reaction: reactants, conditions, products, and yield Starting materials: ClCCl, O=C(Cl)C(=O)Cl, O=C(O)c1cccc(-c2nnc(CSCCOc3ccccc3)o2)c1, CN(C)C=O. Yields the product O=C(Cl)c1cccc(-c2nnc(CSCCOc3ccccc3)o2)c1. Reaction SMILES: [Cl:26][CH2:27][Cl:28].[Cl:29][C:30]([C:31]([Cl:32])=[O:33])=[O:34].[O:1]([c:2]1[cH:3][cH:4][cH:5][cH:6][cH:7]1)[CH2:8][CH2:9][S:10][CH2:11][c:12]1[n:13][n:14][c:15](-[c:17]2[cH:18][c:19]([C:20](=[O:21])[OH:22])[cH:23][cH:24][cH:25]2)[o:16]1.[O:35]=[CH:36][N:37]([CH3:38])[CH3:39]>>[O:1]([c:2]1[cH:3][cH:4][cH:5][cH:6][cH:7]1)[CH2:8][CH2:9][S:10][CH2:11][c:12]1[n:13][n:14][c:15](-[c:17]2[cH:18][c:19]([C:20](=[O:21])[Cl:26])[cH:23][cH:24][cH:25]2)[o:16]1. Reactants: CO, O=C(O)Cc1cc([N+](=O)[O-])c(O)c([N+](=O)[O-])c1, O=S(=O)(O)O. Yields the product COC(=O)Cc1cc([N+](=O)[O-])c(O)c([N+](=O)[O-])c1. RXN SMILES: [CH3:23][OH:24].[N+:1](=[O:2])([O-:3])[c:4]1[cH:5][c:6]([CH2:14][C:15](=[O:16])[OH:17])[cH:7][c:8]([N+:11](=[O:12])[O-:13])[c:9]1[OH:10].[S:18](=[O:19])(=[O:20])([OH:21])[OH:22]>>[N+:1](=[O:2])([O-:3])[c:4]1[cH:5][c:6]([CH2:14][C:15](=[O:16])[O:17][CH3:23])[cH:7][c:8]([N+:11](=[O:12])[O-:13])[c:9]1[OH:10]. The reactants are ClC=1C=CC=2N(N1)C(=CN2)C(C)(O)C=2C=C1C=NN(C1=CC2F)C (1-(6-chloroimidazo[1,2-b]pyridazin-3-yl)-1-(6-fluoro-1-methyl-1H-indazol-5-yl)ethanol), II (diiodine), [PH2](O)=O (phosphinic acid). The solvent is CC(=O)O (HOAc). Run at temperature 120 celsius. The product is ClC=1C=CC=2N(N1)C(=CN2)C(C)C=2C=C1C=NN(C1=CC2F)C (6-chloro-3-(1-(6-fluoro-1-methyl-1H-indazol-5-yl)ethyl)imidazo[1,2-b]pyridazine). Yield: 85.8%. As a reaction SMILES: [Cl:1][C:2]1[CH:3]=[CH:4][C:5]2[N:6]([C:8]([C:11]([C:14]3[CH:15]=[C:16]4[C:20](=[CH:21][C:22]=3[F:23])[N:19]([CH3:24])[N:18]=[CH:17]4)(O)[CH3:12])=[CH:9][N:10]=2)[N:7]=1.II.[PH2](=O)O>CC(O)=O>[Cl:1][C:2]1[CH:3]=[CH:4][C:5]2[N:6]([C:8]([CH:11]([C:14]3[CH:15]=[C:16]4[C:20](=[CH:21][C:22]=3[F:23])[N:19]([CH3:24])[N:18]=[CH:17]4)[CH3:12])=[CH:9][N:10]=2)[N:7]=1. Reported procedure: A mixture of 1-(6-chloroimidazo[1,2-b]pyridazin-3-yl)-1-(6-fluoro-1-methyl-1H-indazol-5-yl)ethanol (1.1 g, 3.18 mmol), diiodine (2.019 g, 7.95 mmol), and phosphinic acid (0.840 g, 12.73 mmol) in HOAc (10 ml) was heated to 120° C. for 5 h. After cooling to rt, the reaction mixture was concentrated in vacuo. The residue was taken with water and adjusted its pH tp 8 with aqueous NaOH. The mixture was extracted with DCM, dried over Na2SO4 and concentrated to give a residue, which was purified with s... Starting materials: Cl (hydrochloric acid), O.O.C(C(=O)O)(=O)O (oxalic acid dihydrate), C(=O)(O)CCNC1=C(C=CC=C1)[N+](=O)[O-] (N-carboxyethyl-2-nitroaniline), C(C)O (ethanol). Reagents/catalysts: [Pd] (Pd/C). Reaction conditions: temperature 25 celsius. Product: C(=O)(O)C(C)N1C(C(NC2=CC=CC=C12)=O)=O (1-carboxyethylquinoxaline-2,3(1H,4H)-dione). Yield: 24.0%. RXN SMILES: C([CH2:4][CH2:5][NH:6][C:7]1[CH:12]=[CH:11][CH:10]=[CH:9][C:8]=1[N+:13]([O-])=O)(O)=O.Cl.[OH2:17].O.[C:19]([OH:24])(=O)[C:20](O)=[O:21].[CH2:25]([OH:27])C>[Pd]>[C:25]([CH:5]([N:6]1[C:7]2[C:8](=[CH:9][CH:10]=[CH:11][CH:12]=2)[NH:13][C:20](=[O:21])[C:19]1=[O:24])[CH3:4])([OH:27])=[O:17] |f:2.3.4|. Reported procedure: 1.5 g (7.1 mmol) N-carboxyethyl-2-nitroaniline was dissolved in 50 ml ethanol and the solution was hydroqenated at atm. pressure by using 5% Pd/C (100 mg) as a catalyst. The reaction mixture was filtered and evaporated. 50 ml 4N hydrochloric acid and 1.6 g (13 mmol) oxalic acid dihydrate was added, and the reaction mixture was refluxed for 2 h. After cooling to 25° C. the precipitate was filtered off, washed with water and ethanol to give 0.4 g (24%) 1-carboxyethylquinoxaline-2,3(1H,4H)-dione. M... Starting materials: CCCC(C(=O)OC)c1c(C)nc2cc(-c3ccccc3)nn2c1-c1ccc(C)cc1, CO, [Na+], [OH-], O. Yields the product CCCC(C(=O)O)c1c(C)nc2cc(-c3ccccc3)nn2c1-c1ccc(C)cc1. Reaction SMILES: [CH3:1][c:2]1[n:3][c:4]2[n:5]([c:6](-[c:16]3[cH:17][cH:18][c:19]([CH3:22])[cH:20][cH:21]3)[c:7]1[CH:8]([C:9](=[O:10])[O:11][CH3:12])[CH2:13][CH2:14][CH3:15])[n:23][c:24](-[c:26]1[cH:27][cH:28][cH:29][cH:30][cH:31]1)[cH:25]2.[CH3:35][OH:36].[Na+:33].[OH-:32].[OH2:34]>>[CH3:1][c:2]1[n:3][c:4]2[n:5]([c:6](-[c:16]3[cH:17][cH:18][c:19]([CH3:22])[cH:20][cH:21]3)[c:7]1[CH:8]([C:9](=[O:10])[OH:11])[CH2:13][CH2:14][CH3:15])[n:23][c:24](-[c:26]1[cH:27][cH:28][cH:29][cH:30][cH:31]1)[cH:25]2. The product is CN1C(=NC=C1[N+](=O)[O-])C(=N)NNC(=S)N (1-(1-Methyl-5-nitro-imidazolecarboximidoyl)-3-thiosemicarbazide). Conditions: time 50 minute. RXN SMILES: [CH3:1][N:2]1[C:6]([N+:7]([O-:9])=[O:8])=[CH:5][N:4]=[C:3]1[C:10](=[NH:14])OCC.[NH2:15][NH:16][C:17]([NH2:19])=[S:18]>OS(O)(=O)=O.CO>[CH3:1][N:2]1[C:6]([N+:7]([O-:9])=[O:8])=[CH:5][N:4]=[C:3]1[C:10]([NH:15][NH:16][C:17]([NH2:19])=[S:18])=[NH:14]. Procedure details: To a stirred mixture of ethyl 1-methyl-5-nitro-2-imidazolecarboximidate (0.198 g., 0.001 mole) and thiosemicarbazide (0.091 g., 0.001 mole) in 5 ml. of methanol is added 1 drop of conc. H2SO4 and the mixture is stirred at room temperature for 50 minutes. The solid is filtered and washed with methanol, yielding 0.149 g. of the title compound, melting point 200°-201° C. dec. The solvent is CO (methanol). Reactants: CN1C(=NC=C1[N+](=O)[O-])C(OCC)=N (ethyl 1-methyl-5-nitro-2-imidazolecarboximidate), NNC(=S)N (thiosemicarbazide). The reagents and catalysts are OS(=O)(=O)O (H2SO4). The reactants are O=C(O)c1ccc(B(O)O)cc1, Brc1ccncc1, O=C([O-])[O-], CC#N, [K+], [K+], O. Product: O=C(O)c1ccc(-c2ccncc2)cc1. As a reaction SMILES: [B:1]([OH:2])([OH:3])[c:4]1[cH:5][cH:6][c:7]([C:8](=[O:9])[OH:10])[cH:11][cH:12]1.[Br:13][c:14]1[cH:15][cH:16][n:17][cH:18][cH:19]1.[C:20](=[O:21])([O-:22])[O-:23].[CH3:26][C:27]#[N:28].[K+:24].[K+:25].[OH2:29]>>[c:4]1(-[c:14]2[cH:15][cH:16][n:17][cH:18][cH:19]2)[cH:5][cH:6][c:7]([C:8](=[O:9])[OH:10])[cH:11][cH:12]1. Starting materials: ClC1=C(C=C(C=C1)OC(F)(F)F)C=C (1-Chloro-2-vinyl-4-(trifluoromethoxy)benzene), CO (methanol). Run in ClCCl (dichloromethane). Run at time 16 hour. Yields the product ClC1=C(C=O)C=C(C=C1)OC(F)(F)F (2-Chloro-5-(trifluoromethoxy)benzaldehyde). Reaction SMILES: [Cl:1][C:2]1[CH:7]=[CH:6][C:5]([O:8][C:9]([F:12])([F:11])[F:10])=[CH:4][C:3]=1[CH:13]=C.C[OH:16]>ClCCl>[Cl:1][C:2]1[CH:7]=[CH:6][C:5]([O:8][C:9]([F:12])([F:11])[F:10])=[CH:4][C:3]=1[CH:13]=[O:16]. Procedure details: 1-Chloro-2-vinyl-4-(trifluoromethoxy)benzene (Description 26; 274 mg, 1.2 mmol) was dissolved in dichloromethane (15 mL) and methanol (5 mL) and the solution cooled to −78° C. Ozone was then bubbled through until the solution turned blue. Dimethyl sulfide (1 mL) was added and the solution allowed to stir to ambient temperature for 16 hours. Concentration yielded an oil which was purified by silica chromatography to give the title compound (120 mg, 0.53 mmol).